Dataset: the Open Reaction Database (ORD), a public repository of structured organic reaction records. Task: describe an organic reaction: reactants, conditions, products, and yield Reactants: [BH4-], CCOC(=O)CC(=O)COC(C)(C)C, CO, [Na+], O. Product: CCOC(=O)CC(O)COC(C)(C)C. As a reaction SMILES: [BH4-:15].[C:1]([CH3:2])([CH3:3])([CH3:4])[O:5][CH2:6][C:7]([CH2:8][C:9](=[O:10])[O:11][CH2:12][CH3:13])=[O:14].[CH3:18][OH:19].[Na+:16].[OH2:17]>>[C:1]([CH3:2])([CH3:3])([CH3:4])[O:5][CH2:6][CH:7]([CH2:8][C:9](=[O:10])[O:11][CH2:12][CH3:13])[OH:14]. Starting materials: CC(C)N1N=CC(=N1)C(=O)OCC (ethyl 2-(1-methylethyl)-2H-1,2,3-triazole-4-carboxylate), [OH-].[Na+] (sodium hydroxide). Solvent: CO (methanol). Conditions: time 4 hour. Product: CC(C)N1N=CC(=N1)C(=O)O (2-(1-Methylethyl)-2H-1,2,3-triazole-4-carboxylic acid). Isolated yield 80.2%. As a reaction SMILES: [CH3:1][CH:2]([N:4]1[N:8]=[C:7]([C:9]([O:11]CC)=[O:10])[CH:6]=[N:5]1)[CH3:3].[OH-].[Na+]>CO>[CH3:3][CH:2]([N:4]1[N:8]=[C:7]([C:9]([OH:11])=[O:10])[CH:6]=[N:5]1)[CH3:1] |f:1.2|. Procedure: To a solution of ethyl 2-(1-methylethyl)-2H-1,2,3-triazole-4-carboxylate (670 mg) in methanol (6 ml) was added sodium hydroxide (4 ml) and the mixture was stirred at room temperature for 4 h. The methanol was removed in vacuo and water (10 ml) was added and the mixture neutralised (pH 5-6) by the addition of 2M hydrochloric acid. The aqueous layer was extracted with DCM, separated by hydrophobic frit and the organic layer evaporated in vacuo to give the title compound (455 mg) as a white solid. The reactants are COC1=C(C(=C(C(=O)NCCC2=CC=C(C=C2)[N+](=O)[O-])C=C1)[N+](=O)[O-])OCCCCC (4-methoxy-2-nitro-N-[2-(4-nitrophenyl)ethyl]-3-pentyloxybenzamide), C1CCOC1 (THF), [H-].[Na+] (sodium hydride), [H-].[Na+] (sodium hydride), BrCC(=O)OCC (ethyl bromoacetate), BrCC(=O)OCC (Ethyl bromoacetate). Solvent: O (water). Reaction conditions: time 5 minute. Product: C(C)OC(CN(CCC1=CC=C(C=C1)[N+](=O)[O-])C(C1=C(C(=C(C=C1)OC)OCCCCC)[N+](=O)[O-])=O)=O (ethyl{ (4-methoxy-2-nitro-3-pentyloxybenzoyl)-[2-(4nitrophenyl)ethyl]amino}acetate). The yield is 68.0%. Reaction SMILES: [CH3:1][O:2][C:3]1[CH:22]=[CH:21][C:6]([C:7]([NH:9][CH2:10][CH2:11][C:12]2[CH:17]=[CH:16][C:15]([N+:18]([O-:20])=[O:19])=[CH:14][CH:13]=2)=[O:8])=[C:5]([N+:23]([O-:25])=[O:24])[C:4]=1[O:26][CH2:27][CH2:28][CH2:29][CH2:30][CH3:31].C1COCC1.[H-].[Na+].Br[CH2:40][C:41]([O:43][CH2:44][CH3:45])=[O:42]>O>[CH2:44]([O:43][C:41](=[O:42])[CH2:40][N:9]([C:7](=[O:8])[C:6]1[CH:21]=[CH:22][C:3]([O:2][CH3:1])=[C:4]([O:26][CH2:27][CH2:28][CH2:29][CH2:30][CH3:31])[C:5]=1[N+:23]([O-:25])=[O:24])[CH2:10][CH2:11][C:12]1[CH:13]=[CH:14][C:15]([N+:18]([O-:20])=[O:19])=[CH:16][CH:17]=1)[CH3:45] |f:2.3|. Reported procedure: 4-Methoxy-2-nitro-N-[2-(4nitrophenyl)ethyl]-3-pentyloxybenzamide obtained in Example 2-47, THF (1 ml) and sodium hydride (13.3 mg, 0.556 mmol) were mixed, and the mixture was stirred for 5 minutes. Ethyl bromoacetate (0.0617 ml, 0.556 mmol) was added, and the mixture was stirred at 90° C. for 5.5 hours. Then, sodium hydride (6.7 mg, 0.278 mmol) and ethyl bromoacetate (6.7 mg, 0.278 mmol) were further added, and the mixture was stirred at 90° C. for 6.5 hours. To the mixture was added water (3 ml... The reactants are C(C1=CC=CC=C1)N(CC(=O)O)CP(=O)(O)O (N-Benzyl-N-phosphonomethylglycine). The solvent is Br (hydrobromic acid). Run at temperature 0 celsius. The product is P(=O)(O)(O)CNCC(=O)O (N-phosphonomethylglycine). Isolated yield 40.6%. RXN SMILES: C([N:8]([CH2:13][P:14]([OH:17])([OH:16])=[O:15])[CH2:9][C:10]([OH:12])=[O:11])C1C=CC=CC=1>Br>[P:14]([CH2:13][NH:8][CH2:9][C:10]([OH:12])=[O:11])([OH:17])([OH:16])=[O:15]. Reported procedure: N-Benzyl-N-phosphonomethylglycine (65 g.) prepared by the method of Example 1 was dissolved in aqueous hydrobromic acid (46 - 48% w/w, 400 ml.) and the pale yellow solution heated under reflux for 16 hours. The oily layer of benzyl bromide which separated was extracted with petroleum ether (b.p. 60°-80°, 200 ml.) and the pale yellow hydrobromic acid solution evaporated to dryness under reduced pressure. The light brown crystalline product was dissolved in ethanol (300 ml.) and the solution quick...